This data is from the Open Reaction Database (ORD), a public repository of structured organic reaction records. The task is: describe an organic reaction: reactants, conditions, products, and yield Starting materials: C(C1=CC=CC=C1)NCCO (N-benzyl-2-aminoethanol), S(=O)(Cl)Cl (thionyl chloride). Solvent: C(Cl)(Cl)Cl (chloroform). Yields the product Cl.C(C1=CC=CC=C1)NCCCl (N-Benzyl-N-(2-chloroethyl)amine hydrochloride). Reaction SMILES: [CH2:1]([NH:8][CH2:9][CH2:10]O)[C:2]1[CH:7]=[CH:6][CH:5]=[CH:4][CH:3]=1.S(Cl)([Cl:14])=O>C(Cl)(Cl)Cl>[ClH:14].[CH2:1]([NH:8][CH2:9][CH2:10][Cl:14])[C:2]1[CH:7]=[CH:6][CH:5]=[CH:4][CH:3]=1 |f:3.4|. Reported procedure: A solution of N-benzyl-2-aminoethanol (12, 79.05 g, 0.523 mole) in chloroform (400 niL) was treated with thionyl chloride (80 mL, 1.09 mole) at room temperature. The resulting mixture was heated to reflux (6 h). The solvent was removed in vacuo, the residue dissloved in hot ethanol (1.3 L) and cooled overnight. The solids were collected via suction filtration and dried in vacuo at 65° C. (24 h) to afford the title compound 13 as white plates. The reactants are CN(C)C=O, CCN(C(C)C)C(C)C, CC(C)Oc1cc(F)c([N+](=O)[O-])cc1Cl, CC(C)(C)OC(=O)N1CCC(N)CC1. Product: CC(C)Oc1cc(NC2CCN(C(=O)OC(C)(C)C)CC2)c([N+](=O)[O-])cc1Cl. RXN SMILES: [CH3:39][N:40]([CH3:41])[CH:42]=[O:43].[CH:30]([N:31]([CH:32]([CH3:33])[CH3:34])[CH2:35][CH3:36])([CH3:37])[CH3:38].[Cl:1][c:2]1[c:3]([O:12][CH:13]([CH3:14])[CH3:15])[cH:4][c:5]([F:11])[c:6]([N+:8](=[O:9])[O-:10])[cH:7]1.[NH2:16][CH:17]1[CH2:18][CH2:19][N:20]([C:23](=[O:24])[O:25][C:26]([CH3:27])([CH3:28])[CH3:29])[CH2:21][CH2:22]1>>[Cl:1][c:2]1[c:3]([O:12][CH:13]([CH3:14])[CH3:15])[cH:4][c:5]([NH:16][CH:17]2[CH2:18][CH2:19][N:20]([C:23](=[O:24])[O:25][C:26]([CH3:27])([CH3:28])[CH3:29])[CH2:21][CH2:22]2)[c:6]([N+:8](=[O:9])[O-:10])[cH:7]1. The reactants are O (water), ClC(=O)OCCCl (β-chloroethyl chloroformate), ClC1=CC(=C(C=C1O)[N+](=O)[O-])N (6-chloro-3-nitro-4-aminophenol), C([O-])([O-])=O.[Na+].[Na+] (sodium carbonate). Solvent: O1CCOCC1 (dioxane). Run at temperature 90 celsius. The product is ClC=1C(=CC(=C(C1)NC(OCCCl)=O)[N+](=O)[O-])O (β-chloroethyl N-(5-chloro-4-hydroxy-2-nitrophenyl)-carbamate). The yield is 95.0%. RXN SMILES: Cl[C:2]([O:4][CH2:5][CH2:6][Cl:7])=[O:3].[Cl:8][C:9]1[C:14]([OH:15])=[CH:13][C:12]([N+:16]([O-:18])=[O:17])=[C:11]([NH2:19])[CH:10]=1.C(=O)([O-])[O-].[Na+].[Na+].O>O1CCOCC1>[Cl:8][C:9]1[C:14]([OH:15])=[CH:13][C:12]([N+:16]([O-:18])=[O:17])=[C:11]([NH:19][C:2](=[O:3])[O:4][CH2:5][CH2:6][Cl:7])[CH:10]=1 |f:2.3.4|. Reported procedure: 21 ml of β-chloroethyl chloroformate are added dropwise to 37.7 g (0.2 mole) of 6-chloro-3-nitro-4-aminophenol and 12 g of sodium carbonate in 130 ml of dioxane at 70° C. and the mixture is then heated at 90° C. for a further hour. After addition of 500 ml of water and stirring until cold, the mixture is extracted 3 times with methylene chloride and the extracts are dried and concentrated completely, after which 56 g (95%) of the product are obtained as a dark red oil, which crystallises complet... Starting materials: C1CCOC1, CC1C(N)C2CCN1CC2, Cl, Cl, [Na+], O=C(O)c1ccc(Oc2ccccc2)cc1, [OH-], O=P(Cl)(Oc1ccccc1)Oc1ccccc1. The product is CC1C(NC(=O)c2ccc(Oc3ccccc3)cc2)C2CCN1CC2. As a reaction SMILES: [CH2:48]1[O:49][CH2:50][CH2:51][CH2:52]1.[CH3:36][CH:37]1[N:38]2[CH2:39][CH2:40][CH:41]([CH:42]1[NH2:43])[CH2:44][CH2:45]2.[ClH:34].[ClH:35].[Na+:47].[O:1]([c:2]1[cH:3][cH:4][cH:5][cH:6][cH:7]1)[c:8]1[cH:9][cH:10][c:11]([C:12](=[O:13])[OH:14])[cH:15][cH:16]1.[OH-:46].[c:17]1([O:18][P:19]([Cl:20])([O:21][c:22]2[cH:23][cH:24][cH:25][cH:26][cH:27]2)=[O:28])[cH:29][cH:30][cH:31][cH:32][cH:33]1>>[O:1]([c:2]1[cH:3][cH:4][cH:5][cH:6][cH:7]1)[c:8]1[cH:9][cH:10][c:11]([C:12](=[O:14])[NH:43][CH:42]2[CH:37]([CH3:36])[N:38]3[CH2:39][CH2:40][CH:41]2[CH2:44][CH2:45]3)[cH:15][cH:16]1. Starting materials: FC=1C(=C2CC(NC2=CC1)=O)/C(=C/C(C=1NC=CC1)=O)/I ((Z)-5-fluoro-4-[1-iodo-3-oxo-3-(1H-pyrrol-2-yl)-propenyl]-1,3-dihydro-indol-2-one), 3-R-hydroxy pyrrolidine, [H-].[Na+] (NaH). The solvent is C(C)(=O)OCC (ethyl acetate), O (water), CN(C)C=O (DMF). Run at temperature 110 celsius, time 2.5 hour. The product is N1C(=CC=C1)C1=CC=C2C3=C1C(NC3=CC=C2)=O (3-(1H-pyrrol-2-yl)-1H-benzo[cd]indol-2-one). As a reaction SMILES: F[C:2]1[C:3](/[C:12](/I)=[CH:13]/[C:14](=O)[C:15]2[NH:16][CH:17]=[CH:18][CH:19]=2)=[C:4]2[C:8](=[CH:9][CH:10]=1)[NH:7][C:6](=[O:11])[CH2:5]2.[H-].[Na+]>CN(C=O)C.C(OCC)(=O)C.O>[NH:16]1[CH:17]=[CH:18][CH:19]=[C:15]1[C:14]1[C:5]2[C:6](=[O:11])[NH:7][C:8]3=[CH:9][CH:10]=[CH:2][C:3]([C:4]=23)=[CH:12][CH:13]=1 |f:1.2|. Procedure: A mixture of (Z)-5-fluoro-4-[1-iodo-3-oxo-3-(1H-pyrrol-2-yl)-propenyl]-1,3-dihydro-indol-2-one (from Example 8 above) (250 mg, 0.504 mmol) and 3-R-hydroxy pyrrolidine (Aldrich, 870 mg, 9.99 mmol) in DMF (5 mL) was treated with NaH (Aldrich, 120 mg, 5.04 mmol). The mixture was stirred at approximately 110° C. for 2.5 hours and then at room temperature overnight. The reaction mixture was poured in a mixture of ethyl acetate and water. The aqueous layer was extracted a few more times with ethyl ace... The reactants are methyl ester, C(=O)(OCC1=CC=CC=C1)N1[C@H](C(=O)OC)C[C@@H](C1)O (cis-N-Carbobenzyloxy-4-hydroxy-L-proline, methyl ester), S(=O)(=O)(C1=CC=C(C)C=C1)Cl (tosyl chloride). Solvent: N1=CC=CC=C1 (pyridine). Yields the product C(=O)(OCC1=CC=CC=C1)N1[C@H](C(=O)OC)C[C@@H](C1)OS(=O)(=O)C1=CC=C(C)C=C1 (cis-N-Carbobenzyloxy-4-tosyloxy-L-proline, methyl ester). Reaction SMILES: [C:1]([N:11]1[CH2:19][C@@H:18]([OH:20])[CH2:17][C@H:12]1[C:13]([O:15][CH3:16])=[O:14])([O:3][CH2:4][C:5]1[CH:10]=[CH:9][CH:8]=[CH:7][CH:6]=1)=[O:2].[S:21](Cl)([C:24]1[CH:30]=[CH:29][C:27]([CH3:28])=[CH:26][CH:25]=1)(=[O:23])=[O:22]>N1C=CC=CC=1>[C:1]([N:11]1[CH2:19][C@@H:18]([O:20][S:21]([C:24]2[CH:30]=[CH:29][C:27]([CH3:28])=[CH:26][CH:25]=2)(=[O:23])=[O:22])[CH2:17][C@H:12]1[C:13]([O:15][CH3:16])=[O:14])([O:3][CH2:4][C:5]1[CH:6]=[CH:7][CH:8]=[CH:9][CH:10]=1)=[O:2]. Procedure details: Following the procedure of Example 19(b), the methyl ester product from part (b) is treated with 12.4 g. of tosyl chloride in 45 ml. of pyridine to give 13.2 g. of cream-colored product; m.p. 114°-117° (s. 105°). 13 g. of this material are recrystallized from 70 ml. of ethanol to 8.4 g. of colorless cis-N-carbobenzyloxy-4-tosyloxy-L-proline, methyl ester; m.p. 133°-135°; [α]D25 -26° (c=1%, chloroform). The reactants are ClC(=CC1C(C1C(=O)O)(C)C)Cl (3-(2,2-dichlorovinyl)-2,2-dimethylcyclopropane-1-carboxylic acid), O(C1=CC=CC=C1)C=1C=C(C=O)C=CC1 (3-phenoxybenzaldehyde), picolines, [C-]#N.[Na+] (sodium cyanide), CS(=O)(=O)Cl (methanesulfonyl chloride). Run in CN1C(CCC1)=O (N-methylpyrrolidinone), C1(=CC=CC=C1)C (toluene). The product is ClC(=CC1C(C1C(=O)OC(C1=CC(=CC=C1)OC1=CC=CC=C1)C#N)(C)C)Cl (α-cyano-3-phenoxybenzyl 3-(2,2-dichlorovinyl)-2,2-dimethylcyclopropanecarboxylate). As a reaction SMILES: [Cl:1][C:2]([Cl:12])=[CH:3][CH:4]1[CH:6]([C:7]([OH:9])=[O:8])[C:5]1([CH3:11])[CH3:10].[O:13]([C:20]1[CH:21]=[C:22]([CH:25]=[CH:26][CH:27]=1)[CH:23]=O)[C:14]1[CH:19]=[CH:18][CH:17]=[CH:16][CH:15]=1.[C-:28]#[N:29].[Na+].CS(Cl)(=O)=O>C1(C)C=CC=CC=1.CN1CCCC1=O>[Cl:1][C:2]([Cl:12])=[CH:3][CH:4]1[CH:6]([C:7]([O:9][CH:23]([C:28]#[N:29])[C:22]2[CH:25]=[CH:26][CH:27]=[C:20]([O:13][C:14]3[CH:19]=[CH:18][CH:17]=[CH:16][CH:15]=3)[CH:21]=2)=[O:8])[C:5]1([CH3:10])[CH3:11] |f:2.3|. Procedure details: Following the procedure of Example 1, to a mixture of 3-(2,2-dichlorovinyl)-2,2-dimethylcyclopropane-1-carboxylic acid (50 mmol), 3-phenoxybenzaldehyde (9.90 g, 50 mmol), N-methylpyrrolidinone (10 g) and "mixed" picolines (8.5 g) in toluene is added sodium cyanide (2.57 g, 52.5 mmol), followed ca. 3 hours later by slow addition of methanesulfonyl chloride (6.87 g, 60 mmol). The reaction mixture is worked up and the solvent is removed to give α-cyano-3-phenoxybenzyl 3-(2,2-dichlorovinyl)-2,2-dime... Starting materials: Cc1ccc(NC(=O)c2cccc(C(F)(F)F)c2)cc1[N+](=O)[O-], CCO. The product is Cc1ccc(NC(=O)c2cccc(C(F)(F)F)c2)cc1N. Reaction SMILES: [CH3:1][c:2]1[c:3]([N+:21]([O-:22])=[O:23])[cH:4][c:5]([NH:8][C:9]([c:10]2[cH:11][c:12]([C:16]([F:17])([F:18])[F:19])[cH:13][cH:14][cH:15]2)=[O:20])[cH:6][cH:7]1.[CH3:24][CH2:25][OH:26]>>[CH3:1][c:2]1[c:3]([NH2:21])[cH:4][c:5]([NH:8][C:9]([c:10]2[cH:11][c:12]([C:16]([F:17])([F:18])[F:19])[cH:13][cH:14][cH:15]2)=[O:20])[cH:6][cH:7]1.